From a dataset of the Open Reaction Database (ORD), a public repository of structured organic reaction records. describe an organic reaction: reactants, conditions, products, and yield Reactants: CC(=O)OO, O=C([O-])[O-], CCOC(C)=O, CC#N, O=S(=O)(C=CC(F)(F)F)c1ccccc1, [K+], [K+], C1CCOC1. Product: O=S(=O)(c1ccccc1)C1OC1C(F)(F)F. Reaction SMILES: [C:16]([O:17][OH:19])(=[O:18])[CH3:20].[C:21](=[O:22])([O-:23])[O-:24].[C:35]([O:36][CH2:37][CH3:38])(=[O:39])[CH3:40].[CH3:27][C:28]#[N:29].[F:1][C:2]([CH:3]=[CH:4][S:5](=[O:6])(=[O:7])[c:8]1[cH:9][cH:10][cH:11][cH:12][cH:13]1)([F:14])[F:15].[K+:25].[K+:26].[O:30]1[CH2:31][CH2:32][CH2:33][CH2:34]1>>[F:1][C:2]([CH:3]1[CH:4]([S:5](=[O:6])(=[O:7])[c:8]2[cH:9][cH:10][cH:11][cH:12][cH:13]2)[O:18]1)([F:14])[F:15]. Reactants: C(C)(C)(C)C=1N=C(C=2C(N1)=NN(N2)CC2=C(C=CC=C2)Cl)N2CCOCC2 (5-tert-Butyl-2-(2-chloro-benzyl)-7-morpholin-4-yl-2H-[1,2,3]triazolo[4,5-d]pyrimidine), C(C)(C)(C)C=1N=C(C2=C(N1)NN=N2)N2CCOCC2 (5-tert-butyl-7-morpholin-4-yl-3H-[1,2,3]triazolo[4,5-d]pyrimidine), BrCC1=C(C=C(C=C1)F)Cl (1-(bromomethyl)-2-chloro-4-fluorobenzene). The product is C(C)(C)(C)C=1N=C(C=2C(N1)=NN(N2)CC2=C(C=C(C=C2)F)Cl)N2CCOCC2 (5-tert-Butyl-2-(2-chloro-4-fluoro-benzyl)-7-morpholin-4-yl-2H-[1,2,3]triazolo[4,5-d]pyrimidine), solid. Yield: 30.0%. Reaction SMILES: [C:1]([C:5]1[N:6]=[C:7]([N:22]2[CH2:27][CH2:26][O:25][CH2:24][CH2:23]2)[C:8]2[C:9](=[N:11][N:12]([CH2:14][C:15]3[CH:20]=[CH:19][CH:18]=[CH:17][C:16]=3[Cl:21])[N:13]=2)[N:10]=1)([CH3:4])([CH3:3])[CH3:2].C(C1N=C(N2CCOCC2)C2N=NNC=2N=1)(C)(C)C.BrCC1C=CC([F:55])=CC=1Cl>>[C:1]([C:5]1[N:6]=[C:7]([N:22]2[CH2:27][CH2:26][O:25][CH2:24][CH2:23]2)[C:8]2[C:9](=[N:11][N:12]([CH2:14][C:15]3[CH:20]=[CH:19][C:18]([F:55])=[CH:17][C:16]=3[Cl:21])[N:13]=2)[N:10]=1)([CH3:4])([CH3:2])[CH3:3]. Procedure details: In analogy to the procedure described for the synthesis of 5-tert-butyl-2-(2-chloro-benzyl)-7-morpholin-4-yl-2H-[1,2,3]triazolo[4,5-d]pyrimidine (example 1, step d), the title compound was prepared from 5-tert-butyl-7-morpholin-4-yl-3H-[1,2,3]triazolo[4,5-d]pyrimidine and 1-(bromomethyl)-2-chloro-4-fluorobenzene and isolated as white solid (5.1 mg, 30%). MS (m/e): 405.4 (MH+). Starting materials: ClC1=C(C=C(C(=C1)F)F)[N+](=O)[O-] (1-chloro-4,5-difluoro-2-nitro-benzene), C(=O)([O-])[O-].[K+].[K+] (K2CO3), dimethyl amine. HCl, C(C)#N (acetonitrile). Yields the product ClC1=C(C=C(C(=C1)N(C)C)F)[N+](=O)[O-] (1-chloro-5-dimethylamino-4-fluoro-2-nitro-benzene). The yield is 98.0%. As a reaction SMILES: [Cl:1][C:2]1[CH:7]=[C:6](F)[C:5]([F:9])=[CH:4][C:3]=1[N+:10]([O-:12])=[O:11].[C:13]([O-])([O-])=O.[K+].[K+].[C:19](#[N:21])C>>[Cl:1][C:2]1[CH:7]=[C:6]([N:21]([CH3:19])[CH3:13])[C:5]([F:9])=[CH:4][C:3]=1[N+:10]([O-:12])=[O:11] |f:1.2.3|. Procedure: A solution of 1-chloro-4,5-difluoro-2-nitro-benzene (Preparation 1) (20.0 g, 103.3 mmol), K2CO3 (31.4 g, 227.3 mmol) and dimethyl amine. HCl (9.3 g, 113.6 mmol) in acetonitrile (200 mL) was heated to reflux for 2 h. The solution cooled to room temperature, quenched with water and extracted with ethyl acetate. The ethyl acetate layers were washed with brine, dried (Na2SO4), filtered and concentrated in vacuo to give 22.1 g (98%) of 1-chloro-5-dimethylamino-4-fluoro-2-nitro-benzene: Crude 1H NMR (... Yields the product FC=1C=C(C=CC1OC1=C2C(=NC=C1)C=C(S2)C2=CC=C(C=C2)CN2CCNCC2)NC(=S)NC(CC2=CC=CC=C2)=O (N-(3-Fluoro-4-(2-(4-(piperazin-1-ylmethyl)phenyl)thieno[3,2-b]pyridin-7-yloxy)phenylcarbamothioyl)-2-phenylacetamide). Reported procedure: Compound 454 (0.3323 g, 0.62 mmol) was suspended in EtOH/toluene (3 mL/3 mL) at RT and stirred for 30 min. 2-Phenylacetyl isothiocyanate (0. 165 g, 0.93 mmol) was added and the reaction mixture was stirred at RT for 1 h, quenched with MeOH (2 mL) and concentrated to dryness. The residue was purified by flash chromatography (eluent 9/1/90 MeOH/NH4OH/DCM) to give compound 450 as a white solid (60 mg, 16% yield). 1H NMR δ(400 MHz, CD3CN): 8.51 (d, J=5.5 Hz, 1H), 7.99 (dd, J=2.5, 12.3 Hz, 1H), 7.84 ... The reactants are NC1=CC(=C(OC2=C3C(=NC=C2)C=C(S3)C3=CC=C(CN2CCN(CC2)C(=O)OC(C)(C)C)C=C3)C=C1)F (tert-Butyl 4-(4-(7-(4-amino-2-fluorophenoxy)thieno[3,2-b]pyridin-2-yl)benzyl)piperazine-1-carboxylate), C1(=CC=CC=C1)CC(=O)N=C=S (2-Phenylacetyl isothiocyanate). As a reaction SMILES: [NH2:1][C:2]1[CH:37]=[CH:36][C:5]([O:6][C:7]2[CH:12]=[CH:11][N:10]=[C:9]3[CH:13]=[C:14]([C:16]4[CH:35]=[CH:34][C:19]([CH2:20][N:21]5[CH2:26][CH2:25][N:24](C(OC(C)(C)C)=O)[CH2:23][CH2:22]5)=[CH:18][CH:17]=4)[S:15][C:8]=23)=[C:4]([F:38])[CH:3]=1.[C:39]1([CH2:45][C:46]([N:48]=[C:49]=[S:50])=[O:47])[CH:44]=[CH:43][CH:42]=[CH:41][CH:40]=1>CCO.C1(C)C=CC=CC=1>[F:38][C:4]1[CH:3]=[C:2]([NH:1][C:49]([NH:48][C:46](=[O:47])[CH2:45][C:39]2[CH:40]=[CH:41][CH:42]=[CH:43][CH:44]=2)=[S:50])[CH:37]=[CH:36][C:5]=1[O:6][C:7]1[CH:12]=[CH:11][N:10]=[C:9]2[CH:13]=[C:14]([C:16]3[CH:17]=[CH:18][C:19]([CH2:20][N:21]4[CH2:22][CH2:23][NH:24][CH2:25][CH2:26]4)=[CH:34][CH:35]=3)[S:15][C:8]=12 |f:2.3|. Solvent: CCO.C1(=CC=CC=C1)C (EtOH toluene). The yield is 15.8%. Reaction conditions: time 30 minute. Starting materials: O=Cc1ccc(F)cc1Br, C1CCOC1, ClC(Cl)Cl, Cl, C[Si](C)(C)C(F)(F)F. The product is OC(c1ccc(F)cc1Br)C(F)(F)F. As a reaction SMILES: [Br:1][c:2]1[c:3]([CH:4]=[O:5])[cH:6][cH:7][c:8]([F:10])[cH:9]1.[CH2:20]1[O:21][CH2:22][CH2:23][CH2:24]1.[CH:25]([Cl:26])([Cl:27])[Cl:28].[ClH:19].[F:11][C:12]([F:13])([F:14])[Si:15]([CH3:16])([CH3:17])[CH3:18]>>[Br:1][c:2]1[c:3]([CH:4]([OH:5])[C:12]([F:11])([F:13])[F:14])[cH:6][cH:7][c:8]([F:10])[cH:9]1. Starting materials: ClC=1C=C(C=CC1Cl)C1=NNC(=C1)C(=O)OC(C)(C)C (tert-Butyl 3-(3,4-dichlorophenyl)-1H-pyrazole-5-carboxylate), BrCC1=NC=C(C(=O)OC)C=C1 (Methyl 6-(bromomethyl)nicotinate), C([O-])([O-])=O.[Cs+].[Cs+] (cesium carbonate). Solvent: CN(C)C=O (DMF). The product is C(C)(C)(C)OC(=O)C1=CC(=NN1CC1=NC=C(C(=O)OC)C=C1)C1=CC(=C(C=C1)Cl)Cl (Methyl 6-{[5-(tert-butoxycarbonyl)-3-(3,4-dichlorophenyl)-1H-pyrazol-1-yl]methyl}nicotinate). RXN SMILES: [Cl:1][C:2]1[CH:3]=[C:4]([C:9]2[CH:13]=[C:12]([C:14]([O:16][C:17]([CH3:20])([CH3:19])[CH3:18])=[O:15])[NH:11][N:10]=2)[CH:5]=[CH:6][C:7]=1[Cl:8].Br[CH2:22][C:23]1[CH:32]=[CH:31][C:26]([C:27]([O:29][CH3:30])=[O:28])=[CH:25][N:24]=1.C(=O)([O-])[O-].[Cs+].[Cs+]>CN(C=O)C>[C:17]([O:16][C:14]([C:12]1[N:11]([CH2:22][C:23]2[CH:32]=[CH:31][C:26]([C:27]([O:29][CH3:30])=[O:28])=[CH:25][N:24]=2)[N:10]=[C:9]([C:4]2[CH:5]=[CH:6][C:7]([Cl:8])=[C:2]([Cl:1])[CH:3]=2)[CH:13]=1)=[O:15])([CH3:20])([CH3:19])[CH3:18] |f:2.3.4|. Procedure details: To a solution of the intermediate from step C (522 mg, 1.66 mmol) in DMF (10 mL) was added the intermediate from step D (460 mg, 2.0 mmol), followed by cesium carbonate (815 mg, 2.5 mmol). After stirring the reaction at room temperature for 3 hours, it was quenched by adding water and extracting with ethyl acetate (3×). The organic layer was washed with brine and dried over anhydrous Na2SO4, filtered and concentrated in vacuo. The residue was purified by flash chromatography using 30% ethyl acet... The reactants are ClC1=CC(=NC=N1)N (6-chloropyrimidin-4-amine), CC(C)([O-])C.[K+] (potassium tert-butoxide), C1(CC1)CO (cyclopropylmethanol), CS(=O)C (dimethyl sulfoxide). The solvent is O (water), CCOC(=O)C (EtOAc). Reaction conditions: temperature 100 celsius, time 3 hour. The product is C1(CC1)COC1=CC(=NC=N1)N (6-(cyclopropylmethoxy)pyrimidin-4-amine). The yield is 74.1%. Reaction SMILES: Cl[C:2]1[N:7]=[CH:6][N:5]=[C:4]([NH2:8])[CH:3]=1.CC(C)([O-])C.[K+].[CH:15]1([CH2:18][OH:19])[CH2:17][CH2:16]1.CS(C)=O>O.CCOC(C)=O>[CH:15]1([CH2:18][O:19][C:2]2[N:7]=[CH:6][N:5]=[C:4]([NH2:8])[CH:3]=2)[CH2:17][CH2:16]1 |f:1.2|. Procedure details: A vial was charged with 6-chloropyrimidin-4-amine (0.200 g, 1.544 mmol), potassium tert-butoxide (0.381 g, 3.40 mmol), cyclopropylmethanol (0.223 g, 3.09 mmol), and dimethyl sulfoxide (3.09 ml). The vial was capped and the reaction was heated to 100° C. After 3 hour, the mixture was diluted with water and EtOAc. The layers were separated, and the aq. layer was extracted with EtOAc (2×). The combined organic extracts were dried over magnesium sulfate, filtered, and concentrated. The residue was p... The reactants are compound 12, C([O-])([O-])=O.[K+].[K+] (potassium carbonate), ClCC(=O)Cl (chloroacetyl chloride), COC1=C(C=CC=C1OC)N1CCNCC1 (1-(2,3-dimethoxyphenyl)piperazine). Run in C(C)C(=O)C (methyl ethyl ketone). The product is ClCC(=O)N1CCN(CC1)C1=C(C(=CC=C1)OC)OC (2-chloro-1-[4-(2,3-dimethoxyphenyl)piperazin-1-yl]ethanone). Isolated yield 98.0%. RXN SMILES: [Cl:1][CH2:2][C:3](Cl)=[O:4].[CH3:6][O:7][C:8]1[C:13]([O:14][CH3:15])=[CH:12][CH:11]=[CH:10][C:9]=1[N:16]1[CH2:21][CH2:20][NH:19][CH2:18][CH2:17]1.C(=O)([O-])[O-].[K+].[K+]>C(C(C)=O)C>[Cl:1][CH2:2][C:3]([N:19]1[CH2:18][CH2:17][N:16]([C:9]2[CH:10]=[CH:11][CH:12]=[C:13]([O:14][CH3:15])[C:8]=2[O:7][CH3:6])[CH2:21][CH2:20]1)=[O:4] |f:2.3.4|. Reported procedure: Compound 50A is prepared according to the procedure described for compound 12, using the following reactants: chloroacetyl chloride (150 ml, 1.87 mmol); 1-(2,3-dimethoxyphenyl)piperazine (29A) (416 mg, 1.87 mmol); potassium carbonate (645 mg, 4.67 mmol); methyl ethyl ketone (20 ml).